Dataset: the Open Reaction Database (ORD), a public repository of structured organic reaction records. Task: describe an organic reaction: reactants, conditions, products, and yield Starting materials: O=C[O-], O=CO, CC(C)c1oc2c(O)c(N)ccc2c(=O)c1-c1ccc(Cl)cc1, [Na+]. The product is CC(C)c1oc2c(O)c(NC=O)ccc2c(=O)c1-c1ccc(Cl)cc1. As a reaction SMILES: [CH:24](=[O:25])[O-:26].[CH:28]([OH:29])=[O:30].[NH2:1][c:2]1[cH:3][cH:4][c:5]2[c:6](=[O:23])[c:7](-[c:16]3[cH:17][cH:18][c:19]([Cl:22])[cH:20][cH:21]3)[c:8]([CH:13]([CH3:14])[CH3:15])[o:9][c:10]2[c:11]1[OH:12].[Na+:27]>>[NH:1]([c:2]1[cH:3][cH:4][c:5]2[c:6](=[O:23])[c:7](-[c:16]3[cH:17][cH:18][c:19]([Cl:22])[cH:20][cH:21]3)[c:8]([CH:13]([CH3:14])[CH3:15])[o:9][c:10]2[c:11]1[OH:12])[CH:24]=[O:25]. Reactants: CCOC(CCCN1C(=O)c2ccccc2C1=O)OCC, Cl, C1CCOC1. The product is O=CCCCN1C(=O)c2ccccc2C1=O. Reaction SMILES: [CH2:1]([O:3][CH:4]([O:2][CH2:19][CH3:20])[CH2:5][CH2:6][CH2:7][N:8]1[C:9](=[O:18])[c:10]2[c:11]([cH:14][cH:15][cH:16][cH:17]2)[C:12]1=[O:13])[CH3:21].[ClH:22].[O:23]1[CH2:24][CH2:25][CH2:26][CH2:27]1>>[O:3]=[CH:4][CH2:5][CH2:6][CH2:7][N:8]1[C:9](=[O:18])[c:10]2[c:11]([cH:14][cH:15][cH:16][cH:17]2)[C:12]1=[O:13]. RXN SMILES: [C:68](=[O:69])([O-:70])[O-:71].[CH3:74][C:75]([OH:76])([CH3:77])[CH3:78].[CH:34]1([P:35]([CH:36]2[CH2:37][CH2:38][CH2:39][CH2:40][CH2:41]2)[c:42]2[cH:43][cH:44][cH:45][cH:46][c:47]2-[c:48]2[c:49]([CH:50]([CH3:51])[CH3:52])[cH:53][c:54]([CH:55]([CH3:56])[CH3:57])[cH:58][c:59]2[CH:60]([CH3:61])[CH3:62])[CH2:63][CH2:64][CH2:65][CH2:66][CH2:67]1.[Cl:1][c:2]1[c:3]2[c:4]([n:5][cH:6][cH:7]1)[n:8]([CH2:15][O:16][CH2:17][CH2:18][Si:19]([CH3:20])([CH3:21])[CH3:22])[cH:9][c:10]2[C:11]([F:12])([F:13])[F:14].[F:23][c:24]1[c:25]([NH2:26])[cH:27][cH:28][c:29]([N+:31](=[O:32])[O-:33])[cH:30]1.[K+:72].[K+:73].[O:117]=[C:118]([CH:119]=[CH:120][c:121]1[cH:122][cH:123][cH:124][cH:125][cH:126]1)[CH:127]=[CH:128][c:129]1[cH:130][cH:131][cH:132][cH:133][cH:134]1.[O:81]=[C:82]([CH:83]=[CH:84][c:85]1[cH:86][cH:87][cH:88][cH:89][cH:90]1)[CH:91]=[CH:92][c:93]1[cH:94][cH:95][cH:96][cH:97][cH:98]1.[O:99]=[C:100]([CH:101]=[CH:102][c:103]1[cH:104][cH:105][cH:106][cH:107][cH:108]1)[CH:109]=[CH:110][c:111]1[cH:112][cH:113][cH:114][cH:115][cH:116]1.[Pd:79].[Pd:80]>>[c:2]1([NH:26][c:25]2[c:24]([F:23])[cH:30][c:29]([N+:31](=[O:32])[O-:33])[cH:28][cH:27]2)[c:3]2[c:4]([n:5][cH:6][cH:7]1)[n:8]([CH2:15][O:16][CH2:17][CH2:18][Si:19]([CH3:20])([CH3:21])[CH3:22])[cH:9][c:10]2[C:11]([F:12])([F:13])[F:14]. Reactants: O=C([O-])[O-], CC(C)(C)O, CC(C)c1cc(C(C)C)c(-c2ccccc2P(C2CCCCC2)C2CCCCC2)c(C(C)C)c1, C[Si](C)(C)CCOCn1cc(C(F)(F)F)c2c(Cl)ccnc21, Nc1ccc([N+](=O)[O-])cc1F, [K+], [K+], O=C(C=Cc1ccccc1)C=Cc1ccccc1, O=C(C=Cc1ccccc1)C=Cc1ccccc1, O=C(C=Cc1ccccc1)C=Cc1ccccc1, [Pd], [Pd]. The product is C[Si](C)(C)CCOCn1cc(C(F)(F)F)c2c(Nc3ccc([N+](=O)[O-])cc3F)ccnc21. The reactants are N1C=2C3=C(C=NC2CCC1)C=CC=C3 (1,2,3,4-Tetrahydrobenzo[c]-1,5-naphthyridine), C1(=CC=CC=C1)CC(=O)Cl (phenylacetyl chloride). Yields the product C1(=CC=CC=C1)CC(=O)N1C=2C3=C(C=NC2CCC1)C=CC=C3 (1-(Phenylacetyl)-1,2,3,4-tetrahydrobenzo[c]-1,5-naphthyridine). RXN SMILES: [NH:1]1[CH2:10][CH2:9][CH2:8][C:7]2[N:6]=[CH:5][C:4]3[CH:11]=[CH:12][CH:13]=[CH:14][C:3]=3[C:2]1=2.[C:15]1([CH2:21][C:22](Cl)=[O:23])[CH:20]=[CH:19][CH:18]=[CH:17][CH:16]=1>>[C:15]1([CH2:21][C:22]([N:1]2[CH2:10][CH2:9][CH2:8][C:7]3[N:6]=[CH:5][C:4]4[CH:11]=[CH:12][CH:13]=[CH:14][C:3]=4[C:2]2=3)=[O:23])[CH:20]=[CH:19][CH:18]=[CH:17][CH:16]=1. Procedure details: 1,2,3,4-Tetrahydrobenzo[c]-1,5-naphthyridine (3.22 g) was treated with cold phenylacetyl chloride (35 ml). Most of the material dissolved and then a precipitate separated. The mixture was diluted with ether (50 ml), and the precipitate was isolated by vacuum filtration and washed twice with ether. The filter cake was dissolved in water (100 ml), and the solution was basified with 10% sodium hydroxide solution and extracted with dichloromethane (2×100 ml). The combined and dried (Na2SO4) organic ... Starting materials: O=C(Cc1ccccc1)c1ccc(OCCOCCOCc2ccccc2)cc1, ICCOC1CCCCO1. The product is O=C(c1ccc(OCCOCCOCc2ccccc2)cc1)C(CCOC1CCCCO1)c1ccccc1. As a reaction SMILES: [CH2:1]([c:2]1[cH:3][cH:4][cH:5][cH:6][cH:7]1)[O:8][CH2:9][CH2:10][O:11][CH2:12][CH2:13][O:14][c:15]1[cH:16][cH:17][c:18]([C:21]([CH2:22][c:23]2[cH:24][cH:25][cH:26][cH:27][cH:28]2)=[O:29])[cH:19][cH:20]1.[O:30]1[CH:31]([O:36][CH2:37][CH2:38][I:39])[CH2:32][CH2:33][CH2:34][CH2:35]1>>[CH2:1]([c:2]1[cH:3][cH:4][cH:5][cH:6][cH:7]1)[O:8][CH2:9][CH2:10][O:11][CH2:12][CH2:13][O:14][c:15]1[cH:16][cH:17][c:18]([C:21]([CH:22]([c:23]2[cH:24][cH:25][cH:26][cH:27][cH:28]2)[CH2:38][CH2:37][O:36][CH:31]2[O:30][CH2:35][CH2:34][CH2:33][CH2:32]2)=[O:29])[cH:19][cH:20]1. Reactants: 24, C(C)(=O)OC(C=O)C (α-acetoxypropionaldehyde), C(CC(=O)C)(=O)NC1=CC=CC=C1 (acetoacetanilide), C1(=CC=C(C=C1)S(=O)(=O)O)C (p-toluenesulfonic acid). Run in C1=CC=CC=C1 (benzene). The product is 41.8, CC=1OC(=CC1C(=O)NC1=CC=CC=C1)C (2,5-dimethylfuran-3-carboxanilide). As a reaction SMILES: C(O[CH:5]([CH3:8])[CH:6]=O)(=O)C.[C:9]([NH:15][C:16]1[CH:21]=[CH:20][CH:19]=[CH:18][CH:17]=1)(=[O:14])[CH2:10][C:11]([CH3:13])=[O:12].C1(C)C=CC(S(O)(=O)=O)=CC=1>C1C=CC=CC=1>[CH3:13][C:11]1[O:12][C:5]([CH3:8])=[CH:6][C:10]=1[C:9]([NH:15][C:16]1[CH:21]=[CH:20][CH:19]=[CH:18][CH:17]=1)=[O:14]. Reported procedure: A solution of 24 parts of α-acetoxypropionaldehyde, 35.4 parts of acetoacetanilide and 2 parts of p-toluenesulfonic acid in 100 parts of benzene is kept for 3 hours at 40° C and then boiled under reflux for 1 hour. Adopting the isolation procedure described in Example 1 there is obtained 41.8 parts of 2,5-dimethylfuran-3-carboxanilide having a melting point of 92° to 93° C. Starting materials: resultant solution, C1(CCC(=O)O1)=O (butanedioic acid anhydride), C/C=C/1\C2=NC(CS2)C(=O)NC(C3=NC(=CS3)C(=O)NC4C(OC(=O)C5=NC6=C(C=CC(C6O)NC(C(=O)NC(=C)C(=O)NC(=C)C(=O)NC(C(=O)NC7(CC(C8=CSC4=N8)N=C(C7)C9=NC(=CS9)C(=O)NC(=C)C(=O)NC(=C)C(=O)N)C2=NC(=CS2)C(=O)NC(C(=O)N1)C(C)O)C)C(C)C)C(=C5)C(C)O)C)C(C)(C(C)O)O (Siomycin A), O (water), C(Cl)(Cl)Cl (chloroform), resultant mixture. The solvent is N1=CC=CC=C1 (pyridine). RXN SMILES: [CH3:1]/[CH:2]=[C:3]1\[C:4]2[S:8][CH2:7][CH:6]([C:9]([NH:11][CH:12]([C:108]([OH:113])([CH:110]([OH:112])[CH3:111])[CH3:109])[C:13]3[S:17][CH:16]=[C:15]([C:18]([NH:20][CH:21]4[C:60]5=[N:61][C:57](=[CH:58][S:59]5)[CH:56]5[N:62]=[C:63]([C:65]6[S:69][CH:68]=[C:67]([C:70]([NH:72][C:73]([C:75]([NH:77][C:78]([C:80]([NH2:82])=[O:81])=[CH2:79])=[O:76])=[CH2:74])=[O:71])[N:66]=6)[CH2:64][C:54]([C:83]6[S:87][CH:86]=[C:85]([C:88]([NH:90][CH:91]([CH:95]([OH:97])[CH3:96])[C:92]([NH:94]\1)=[O:93])=[O:89])[N:84]=6)([CH2:55]5)[NH:53][C:51](=[O:52])[CH:50]([CH3:98])[NH:49][C:47](=[O:48])[C:45](=[CH2:46])[NH:44][C:42](=[O:43])[C:40](=[CH2:41])[NH:39][C:37](=[O:38])[CH:36]([CH:99]([CH3:101])[CH3:100])[NH:35][CH:32]1[CH:33]([OH:34])[C:28]5=[C:29]([C:102]([CH:104]([OH:106])[CH3:105])=[CH:103][C:26](=[N:27]5)[C:24](=[O:25])[O:23][CH:22]4[CH3:107])[CH:30]=[CH:31]1)=[O:19])[N:14]=3)=[O:10])[N:5]=2.[C:114]1(=[O:120])[O:119][C:117](=[O:118])[CH2:116][CH2:115]1.[OH2:121].C(Cl)(Cl)Cl>N1C=CC=CC=1>[CH3:1]/[CH:2]=[C:3]1\[C:4]2[S:8][CH2:7][CH:6]([C:9]([NH:11][CH:12]([C:108]([OH:113])([CH:110]([OH:112])[CH3:111])[CH3:109])[C:13]3[S:17][CH:16]=[C:15]([C:18]([NH:20][CH:21]4[C:60]5=[N:61][C:57](=[CH:58][S:59]5)[CH:56]5[N:62]=[C:63]([C:65]6[S:69][CH:68]=[C:67]([C:70]([NH:72][C:73]([C:75]([NH:77][C:78]([C:80]([NH2:82])=[O:81])=[CH2:79])=[O:76])=[CH2:74])=[O:71])[N:66]=6)[CH2:64][C:54]([C:83]6[S:87][CH:86]=[C:85]([C:88]([NH:90][CH:91]([CH:95]([OH:97])[CH3:96])[C:92]([NH:94]\1)=[O:93])=[O:89])[N:84]=6)([CH2:55]5)[NH:53][C:51](=[O:52])[CH:50]([CH3:98])[NH:49][C:47](=[O:48])[C:45](=[CH2:46])[NH:44][C:42](=[O:43])[C:40](=[CH2:41])[NH:39][C:37](=[O:38])[CH:36]([CH:99]([CH3:100])[CH3:101])[NH:35][CH:32]1[CH:33]([OH:34])[C:28]5=[C:29]([C:102]([CH:104]([OH:106])[CH3:105])=[CH:103][C:26](=[N:27]5)[C:24](=[O:25])[O:23][CH:22]4[CH3:107])[CH:30]=[CH:31]1)=[O:19])[N:14]=3)=[O:10])[N:5]=2.[C:117]([OH:119])(=[O:118])[CH2:116][CH2:115][C:114]([OH:120])=[O:121]. Procedure details: Siomycin A (10.0 g) is dissolved in pyridine (60 ml) and butanedioic acid anhydride (6.0 g) is added to the mixture. The resultant mixture is kept with stirring at 93° to 95°C for an hour in oil bath. Distilled water (60 ml) and chloroform (100 ml) are added to the reaction mixture, and then the resultant solution is vigorously shaken. The chloroform phase is evaporated under reduced pressure to remove the solvent, then benzene is added to the resulting residue. The benzene-insoluble part is dis... Yields the product ester, C/C=C/1\C2=NC(CS2)C(=O)NC(C3=NC(=CS3)C(=O)NC4C(OC(=O)C5=NC6=C(C=CC(C6O)NC(C(=O)NC(=C)C(=O)NC(=C)C(=O)NC(C(=O)NC7(CC(C8=CSC4=N8)N=C(C7)C9=NC(=CS9)C(=O)NC(=C)C(=O)NC(=C)C(=O)N)C2=NC(=CS2)C(=O)NC(C(=O)N1)C(C)O)C)C(C)C)C(=C5)C(C)O)C)C(C)(C(C)O)O (siomycin A), C(CCC(=O)O)(=O)O (butanedioic acid).